From a dataset of the Open Reaction Database (ORD), a public repository of structured organic reaction records. describe an organic reaction: reactants, conditions, products, and yield The reactants are CC(CCCC#N)C1=CCCC1, COC(C)(C)C, CC(=O)O, CC(O)(CCCC#N)C1CCCC1, O=S(=O)(O)O. Product: CC(CCCC#N)=C1CCCC1. Reaction SMILES: [C:19]1([CH:20]([CH3:21])[CH2:22][CH2:23][CH2:24][C:25]#[N:26])=[CH:30][CH2:29][CH2:28][CH2:27]1.[C:35]([O:36][CH3:37])([CH3:38])([CH3:39])[CH3:40].[CH3:31][C:32](=[O:33])[OH:34].[CH:1]1([C:6]([CH2:7][CH2:8][CH2:9][C:10]#[N:11])([CH3:12])[OH:13])[CH2:2][CH2:3][CH2:4][CH2:5]1.[S:14](=[O:15])(=[O:16])([OH:17])[OH:18]>>[C:1]1(=[C:6]([CH2:7][CH2:8][CH2:9][C:10]#[N:11])[CH3:12])[CH2:2][CH2:3][CH2:4][CH2:5]1. The reactants are NC1=CC=CC=2C=C(C(OC21)=O)NC(C)=O (N-(8-amino-2-oxo-2H-1-benzopyran-3-yl)-acetamide), ClCCNCCCl (bis-chloroethylamine). Product: N1(CCNCC1)C1=CC=CC=2C=C(C(OC21)=O)NC(C)=O (N-(8-(1-piperazinyl)-2-oxo-2H-1-benzopyran-3-yl-)acetamide). RXN SMILES: [NH2:1][C:2]1[C:11]2[O:10][C:9](=[O:12])[C:8]([NH:13][C:14](=[O:16])[CH3:15])=[CH:7][C:6]=2[CH:5]=[CH:4][CH:3]=1.Cl[CH2:18][CH2:19][NH:20][CH2:21][CH2:22]Cl>>[N:1]1([C:2]2[C:11]3[O:10][C:9](=[O:12])[C:8]([NH:13][C:14](=[O:16])[CH3:15])=[CH:7][C:6]=3[CH:5]=[CH:4][CH:3]=2)[CH2:22][CH2:21][NH:20][CH2:19][CH2:18]1. Reported procedure: Step 4 was the alkylation of N-(8-amino-2-oxo-2H-1-benzopyran-3-yl)-acetamide (4*) with bis-chloroethylamine yielding N-(8-(1-piperazinyl)-2-oxo-2H-1-benzopyran-3-yl-)acetamide (5*). The reactants are ClCCl, O=C(Cl)Cc1ccc(Cl)cc1, CCOC(=O)c1ccc(CCN2CCNCC2)cc1, N, O, c1ccncc1. Product: CCOC(=O)c1ccc(CCN2CCN(C(=O)Cc3ccc(Cl)cc3)CC2)cc1. RXN SMILES: [CH2:39]([Cl:40])[Cl:41].[Cl:26][c:27]1[cH:28][cH:29][c:30]([CH2:33][C:34](=[O:35])[Cl:36])[cH:31][cH:32]1.[N:1]1([CH2:7][CH2:8][c:9]2[cH:10][cH:11][c:12]([C:13](=[O:14])[O:15][CH2:16][CH3:17])[cH:18][cH:19]2)[CH2:2][CH2:3][NH:4][CH2:5][CH2:6]1.[NH3:37].[OH2:38].[cH:20]1[cH:21][cH:22][n:23][cH:24][cH:25]1>>[N:1]1([CH2:7][CH2:8][c:9]2[cH:10][cH:11][c:12]([C:13](=[O:14])[O:15][CH2:16][CH3:17])[cH:18][cH:19]2)[CH2:2][CH2:3][N:4]([C:34]([CH2:33][c:30]2[cH:29][cH:28][c:27]([Cl:26])[cH:32][cH:31]2)=[O:35])[CH2:5][CH2:6]1. Starting materials: CN(CCO)CCCN1CCCc2cc([N+](=O)[O-])ccc21, CCO, [H][H], C1CCOC1, [Pd]. The product is CN(CCO)CCCN1CCCc2cc(N)ccc21. As a reaction SMILES: [CH3:1][N:2]([CH2:3][CH2:4][OH:5])[CH2:6][CH2:7][CH2:8][N:9]1[CH2:10][CH2:11][CH2:12][c:13]2[cH:14][c:15]([N+:19]([O-:20])=[O:21])[cH:16][cH:17][c:18]21.[CH3:24][CH2:25][OH:26].[H:22][H:23].[O:27]1[CH2:28][CH2:29][CH2:30][CH2:31]1.[Pd:32]>>[CH3:1][N:2]([CH2:3][CH2:4][OH:5])[CH2:6][CH2:7][CH2:8][N:9]1[CH2:10][CH2:11][CH2:12][c:13]2[cH:14][c:15]([NH2:19])[cH:16][cH:17][c:18]21.